This data is from the Open Reaction Database (ORD), a public repository of structured organic reaction records. The task is: describe an organic reaction: reactants, conditions, products, and yield Starting materials: CC(C)(C)S (2-Methyl-2-propanethiol), C[Si](C)(C)[N-][Si](C)(C)C.[Li+] (lithium bis(trimethylsilyl)amide), CC1=CC=C(C=C1)S(=O)(=O)[O-].C(C=C)[C@@]1(C2=[N+]([C@@H]([C@H](C1)C1=CC(=CC=C1)Cl)C1=CC=C(C=C1)Cl)[C@H](CO2)C2CC2)C ((3S,5S,6R,8S)-8-allyl-6-(3-chlorophenyl)-5-(4-chlorophenyl)-3-cyclopropyl-8-methyl-2,3,5,6,7,8-hexahydrooxazolo[3,2-α]pyridin-4-ium 4-methylbenzenesulfonate). Solvent: O (water), O1CCCC1 (tetrahydrofuran), O1CCCC1 (tetrahydrofuran). Conditions: temperature 60 celsius, time 15 minute. Yields the product C(C=C)[C@@]1(C(N([C@@H]([C@H](C1)C1=CC(=CC=C1)Cl)C1=CC=C(C=C1)Cl)[C@H](CSC(C)(C)C)C1CC1)=O)C ((3S,5R,6S)-3-Allyl-1-((S)-2-(tert-butylthio)-1-cyclopropylethyl)-5-(3-chlorophenyl)-6-(4-chlorophenyl)-3-methylpiperidin-2-one). RXN SMILES: [CH3:1][C:2]([SH:5])([CH3:4])[CH3:3].C[Si]([N-][Si](C)(C)C)(C)C.[Li+].CC1C=CC(S([O-])(=O)=O)=CC=1.[CH2:27]([C@@:30]1([CH3:56])[CH2:35][C@H:34]([C:36]2[CH:41]=[CH:40][CH:39]=[C:38]([Cl:42])[CH:37]=2)[C@@H:33]([C:43]2[CH:48]=[CH:47][C:46]([Cl:49])=[CH:45][CH:44]=2)[N+:32]2[C@@H:50]([CH:53]3[CH2:55][CH2:54]3)[CH2:51][O:52][C:31]1=2)[CH:28]=[CH2:29]>O1CCCC1.O>[CH2:27]([C@@:30]1([CH3:56])[CH2:35][C@H:34]([C:36]2[CH:41]=[CH:40][CH:39]=[C:38]([Cl:42])[CH:37]=2)[C@@H:33]([C:43]2[CH:48]=[CH:47][C:46]([Cl:49])=[CH:45][CH:44]=2)[N:32]([C@@H:50]([CH:53]2[CH2:55][CH2:54]2)[CH2:51][S:5][C:2]([CH3:4])([CH3:3])[CH3:1])[C:31]1=[O:52])[CH:28]=[CH2:29] |f:1.2,3.4|. Reported procedure: 2-Methyl-2-propanethiol (0.195 mL, 1.796 mmol, dried over activated 4 Å molecular sieves) was added to a solution of lithium bis(trimethylsilyl)amide in tetrahydrofuran (1.0 M, 1.8 mL, 1.8 mmol) in anhydrous tetrahydrofuran (4 mL) at room temperature. The reaction mixture was heated at 60° C. After 15 minutes at 60° C., (3S,5S,6R,8S)-8-allyl-6-(3-chlorophenyl)-5-(4-chlorophenyl)-3-cyclopropyl-8-methyl-2,3,5,6,7,8-hexahydrooxazolo[3,2-α]pyridin-4-ium 4-methylbenzenesulfonate (1.00 g, 1.632 mmol, ...